The task is: describe an organic reaction: reactants, conditions, products, and yield. This data is from the Open Reaction Database (ORD), a public repository of structured organic reaction records. The reactants are ClC=1C=CC=2N(N1)C(NN2)=O (6-chloro-2,3-dihydro-s-triazolo[4,3-b]pyridazin-3-one), [H-].[Na+] (NaH), CI (methyl iodide). Run in O (water), CN(C)C=O (DMF). Reaction conditions: time 1 hour. The product is ClC=1C=CC=2N(N1)C(N(N2)C)=O (6-Chloro-2,3-dihydro-2-methyl-s-triazolo[4,3-b]pyridazin-3-one). As a reaction SMILES: [Cl:1][C:2]1[CH:3]=[CH:4][C:5]2[N:6]([C:8](=[O:11])[NH:9][N:10]=2)[N:7]=1.[H-].[Na+].[CH3:14]I>CN(C=O)C.O>[Cl:1][C:2]1[CH:3]=[CH:4][C:5]2[N:6]([C:8](=[O:11])[N:9]([CH3:14])[N:10]=2)[N:7]=1 |f:1.2|. Reported procedure: To a solution of 6-chloro-2,3-dihydro-s-triazolo[4,3-b]pyridazin-3-one [P. Francavilla and F. Lauria, J. Het. Chem. 8, 415 (1971)] (1, 8.5 g., 50 m.mol.) in dry DMF (12 ml.) was added NaH (50% dispersion in paraffin, 2.64 g., 55 m.mol) and the mixture was stirred for 1 hour at room temperature. After methyl iodide (21.3 g., 150 m.mole) was added, the mixture was stirred for 40 hours at room temperature, diluted with water (200 ml.) and extracted with CHCl3 (4 × 100 ml.). The combined extracts we... Starting materials: CCOC(C)=O, CCOC(=O)C(=CC1OC(C)(C)N(C(=O)OCc2ccccc2)C1CC(C)C)CCOC1CCCCO1, CCCCCC, Cl, [K+], [OH-], O. The product is CC(C)CC1C(C=C(CCOC2CCCCO2)C(=O)O)OC(C)(C)N1C(=O)OCc1ccccc1. RXN SMILES: [C:40]([O:41][CH2:42][CH3:43])(=[O:44])[CH3:45].[CH2:1]([c:2]1[cH:3][cH:4][cH:5][cH:6][cH:7]1)[O:8][C:9](=[O:10])[N:11]1[C:12]([CH3:36])([CH3:37])[O:13][CH:14]([CH:20]=[C:21]([C:22](=[O:23])[O:24][CH2:25][CH3:26])[CH2:27][CH2:28][O:29][CH:30]2[O:31][CH2:32][CH2:33][CH2:34][CH2:35]2)[CH:15]1[CH2:16][CH:17]([CH3:18])[CH3:19].[CH3:46][CH2:47][CH2:48][CH2:49][CH2:50][CH3:51].[ClH:39].[K+:53].[OH-:52].[OH2:38]>>[CH2:1]([c:2]1[cH:3][cH:4][cH:5][cH:6][cH:7]1)[O:8][C:9](=[O:10])[N:11]1[C:12]([CH3:36])([CH3:37])[O:13][CH:14]([CH:20]=[C:21]([C:22](=[O:23])[OH:24])[CH2:27][CH2:28][O:29][CH:30]2[O:31][CH2:32][CH2:33][CH2:34][CH2:35]2)[CH:15]1[CH2:16][CH:17]([CH3:18])[CH3:19]. Starting materials: BrB(Br)Br, COc1ccc(Cn2ccc(NC(=O)c3ccncc3C)n2)c(C(F)(F)F)c1, ClCCl. Product: Cc1cnccc1C(=O)Nc1ccn(Cc2ccc(O)cc2C(F)(F)F)n1. RXN SMILES: [B:29]([Br:30])([Br:31])[Br:32].[CH3:1][c:2]1[cH:3][n:4][cH:5][cH:6][c:7]1[C:8](=[O:9])[NH:10][c:11]1[n:12][n:13]([CH2:16][c:17]2[c:18]([C:25]([F:26])([F:27])[F:28])[cH:19][c:20]([O:23][CH3:24])[cH:21][cH:22]2)[cH:14][cH:15]1.[Cl:33][CH2:34][Cl:35]>>[CH3:1][c:2]1[cH:3][n:4][cH:5][cH:6][c:7]1[C:8](=[O:9])[NH:10][c:11]1[n:12][n:13]([CH2:16][c:17]2[c:18]([C:25]([F:26])([F:27])[F:28])[cH:19][c:20]([OH:23])[cH:21][cH:22]2)[cH:14][cH:15]1. Starting materials: CN(/C=C(/C(=O)C1=CC=CC=C1)\C1=CC=C(C=C1)C)C ((E)-3-(dimethylamino)-1-phenyl-2-p-tolylprop-2-en-1-one), CN(/C=C(/C(=O)C1=CC=CC=C1)\C1=CC=C(C=C1)C)C ((E)-3-(dimethylamino)-1-phenyl-2-p-tolylprop-2-en-1-one), C(#N)CC(=O)N (cyanoacetamide), CO (MeOH), [H-].[Na+] (NaH). Solvent: CN(C)C=O (DMF), CN(C)C=O (DMF). Run at temperature 95 celsius. The product is OC1=C(C#N)C=C(C(=N1)C1=CC=CC=C1)C1=CC=C(C=C1)C (2-Hydroxy-6-phenyl-5-p-tolylnicotinonitrile). RXN SMILES: CN(C)/[CH:3]=[C:4](\[C:13]1[CH:18]=[CH:17][C:16]([CH3:19])=[CH:15][CH:14]=1)/[C:5]([C:7]1[CH:12]=[CH:11][CH:10]=[CH:9][CH:8]=1)=O.[C:21]([CH2:23][C:24]([NH2:26])=[O:25])#[N:22].CO.[H-].[Na+]>CN(C=O)C>[OH:25][C:24]1[N:26]=[C:5]([C:7]2[CH:8]=[CH:9][CH:10]=[CH:11][CH:12]=2)[C:4]([C:13]2[CH:14]=[CH:15][C:16]([CH3:19])=[CH:17][CH:18]=2)=[CH:3][C:23]=1[C:21]#[N:22] |f:3.4|. Reported procedure: A solution of (E)-3-(dimethylamino)-1-phenyl-2-p-tolylprop-2-en-1-one (Compound 113, 500 mg, 1.9 mmol), cyanoacetamide (175 mg, 2.1 mmol) and MeOH (0.2 ml, 2.2 mmol) in DMF (4 ml) was cannulated into a suspension of NaH (119 mg, 4.7 mmol, 95% in mineral oil) in DMF (2 ml) at room temperature. After the addition was completed, the reaction was heated to 95° C. for 2 hours. The reaction was quenched with water and extracted with ethyl acetate. The organic layer was washed with water and brine, dri... The reactants are C1(CCCC1)N1C2=C(N(C(C(C1)(F)F)=O)C)C=NC(=N2)NC2=C(C=C(C(=O)O)C=C2)OC (4-(9-cyclopentyl-7,7-difluoro-5-methyl-6-oxo-6,7,8,9-tetrahydro-5H-pyrimido[4,5-b][1,4]diazepin-2-yl-amino)-3-methoxy-benzoic acid), N-[(dimethylamino)-1H-1,2,3-triazolo[4,5-b]pyridine-1-ylmethylene]-N-methylmethanaminiumhexafluorophosphate N-oxide, C(C)N(C(C)C)C(C)C (ethyldiisopropyl amine), N1=CC=C(C=C1)N (pyridine-4-ylamine). Run in ClCCl (dichloromethane). Conditions: time 2 hour. The product is C1(CCCC1)N1C2=C(N(C(C(C1)(F)F)=O)C)C=NC(=N2)NC2=C(C=C(C(=O)NC1=CC=NC=C1)C=C2)OC (4-(9-cyclopentyl-7,7-difluoro-5-methyl-6-oxo-6,7,8,9-tetrahydro-5H-pyrimido[4,5-b][1,4]diazepin-2-ylamino)-3-methoxy-N-pyridin-4-yl-benzamide). Isolated yield 17.4%. As a reaction SMILES: [CH:1]1([N:6]2[CH2:12][C:11]([F:14])([F:13])[C:10](=[O:15])[N:9]([CH3:16])[C:8]3[CH:17]=[N:18][C:19]([NH:21][C:22]4[CH:30]=[CH:29][C:25]([C:26](O)=[O:27])=[CH:24][C:23]=4[O:31][CH3:32])=[N:20][C:7]2=3)[CH2:5][CH2:4][CH2:3][CH2:2]1.C(N(C(C)C)C(C)C)C.[N:42]1[CH:47]=[CH:46][C:45]([NH2:48])=[CH:44][CH:43]=1>ClCCl>[CH:1]1([N:6]2[CH2:12][C:11]([F:13])([F:14])[C:10](=[O:15])[N:9]([CH3:16])[C:8]3[CH:17]=[N:18][C:19]([NH:21][C:22]4[CH:30]=[CH:29][C:25]([C:26]([NH:48][C:45]5[CH:46]=[CH:47][N:42]=[CH:43][CH:44]=5)=[O:27])=[CH:24][C:23]=4[O:31][CH3:32])=[N:20][C:7]2=3)[CH2:5][CH2:4][CH2:3][CH2:2]1. Reported procedure: A mixture of 0.050 g (0.11 mmole) of 4-(9-cyclopentyl-7,7-difluoro-5-methyl-6-oxo-6,7,8,9-tetrahydro-5H-pyrimido[4,5-b][1,4]diazepin-2-yl-amino)-3-methoxy-benzoic acid (I-22), 0.048 g (0.12 mmole) of N-[(dimethylamino)-1H-1,2,3-triazolo[4,5-b]pyridine-1-ylmethylene]-N-methylmethanaminiumhexafluorophosphate N-oxide, 0.037 g (0.28 mmole) of ethyldiisopropyl amine, 0.016 g (0.17 mmole) of pyridine-4-ylamine and 0.5 ml of dichloromethane was stirred for 2 hours and then concentrated under reduced pr...